Dataset: the Open Reaction Database (ORD), a public repository of structured organic reaction records. Task: describe an organic reaction: reactants, conditions, products, and yield The reactants are FC=1C=C(C=CC1F)S(=O)(=O)Cl (3,4-difluorobenzenesulfonyl chloride), O[C@@](C([C@H](CC1=CC=CC=C1)NC([C@H](COC)NC([C@H](COC)NC(=O)C1=CN=C(S1)C)=O)=O)=O)(CO)C (N—((S)-1-(((S)-1-(((2S,4R)-4,5-dihydroxy-4-methyl-3-oxo-1-phenylpentan-2-yl)amino)-3-methoxy-1-oxopropan-2-yl)amino)-3-methoxy-1-oxopropan-2-yl)-2-methylthiazole-5-carboxamide). Yields the product FC=1C=C(C=CC1F)S(=O)(=O)OC[C@@](C([C@H](CC1=CC=CC=C1)NC([C@H](COC)NC([C@H](COC)NC(=O)C1=CN=C(S1)C)=O)=O)=O)(C)O ((2R,4S)-2-Hydroxy-4-((S)-3-methoxy-2-((S)-3-methoxy-2-(2-methylthiazole-5-carboxamido)propanamido)propanamido)-2-methyl-3-oxo-5-phenylpentyl 3,4-difluorobenzenesulfonate). RXN SMILES: [F:1][C:2]1[CH:3]=[C:4]([S:9](Cl)(=[O:11])=[O:10])[CH:5]=[CH:6][C:7]=1[F:8].[OH:13][C@:14]([CH3:50])([CH2:48][OH:49])[C:15](=[O:47])[C@@H:16]([NH:24][C:25](=[O:46])[C@@H:26]([NH:30][C:31](=[O:45])[C@@H:32]([NH:36][C:37]([C:39]1[S:43][C:42]([CH3:44])=[N:41][CH:40]=1)=[O:38])[CH2:33][O:34][CH3:35])[CH2:27][O:28][CH3:29])[CH2:17][C:18]1[CH:23]=[CH:22][CH:21]=[CH:20][CH:19]=1>>[F:1][C:2]1[CH:3]=[C:4]([S:9]([O:49][CH2:48][C@:14]([OH:13])([CH3:50])[C:15](=[O:47])[C@@H:16]([NH:24][C:25](=[O:46])[C@@H:26]([NH:30][C:31](=[O:45])[C@@H:32]([NH:36][C:37]([C:39]2[S:43][C:42]([CH3:44])=[N:41][CH:40]=2)=[O:38])[CH2:33][O:34][CH3:35])[CH2:27][O:28][CH3:29])[CH2:17][C:18]2[CH:23]=[CH:22][CH:21]=[CH:20][CH:19]=2)(=[O:10])=[O:11])[CH:5]=[CH:6][C:7]=1[F:8]. Procedure: Prepared according to procedures described above, by reacting 3,4-difluorobenzenesulfonyl chloride with N—((S)-1-(((S)-1-(((2S,4R)-4,5-dihydroxy-4-methyl-3-oxo-1-phenylpentan-2-yl)amino)-3-methoxy-1-oxopropan-2-yl)amino)-3-methoxy-1-oxopropan-2-yl)-2-methylthiazole-5-carboxamide. MS for C31H36F2N4O10S2 m/z: 727 (M+H)+. The reactants are CN1C2=C(C=3C=CC(=CC13)N1C(N=C(C=C1)CCC1=CC=CC=C1)=O)CCN(CC2)C(=O)OC(C)(C)C (tert-butyl 6-methyl-8-(2-oxo-4-phenethylpyrimidin-1(2H)-yl)-1,2,4,5-tetrahydroazepino[4,5-b]indole-3(6H) carboxylate), Cl (HCl). The solvent is ClCCl (dichloromethane). Run at time 2 day. Product: Cl.CN1C2=C(C=3C=CC(=CC13)N1C(N=C(C=C1)CCC1=CC=CC=C1)=O)CCNCC2 (1-(6-Methyl-1,2,3,4,5,6-hexahydroazepino[4,5-b]indol-8-yl)-4-phenethylpyrimidin-2(1H)-one hydrochloride). Yield: 52.0%. Reaction SMILES: [CH3:1][N:2]1[C:10]2[CH:9]=[C:8]([N:11]3[CH:16]=[CH:15][C:14]([CH2:17][CH2:18][C:19]4[CH:24]=[CH:23][CH:22]=[CH:21][CH:20]=4)=[N:13][C:12]3=[O:25])[CH:7]=[CH:6][C:5]=2[C:4]2[CH2:26][CH2:27][N:28](C(OC(C)(C)C)=O)[CH2:29][CH2:30][C:3]1=2.[ClH:38]>ClCCl>[ClH:38].[CH3:1][N:2]1[C:10]2[CH:9]=[C:8]([N:11]3[CH:16]=[CH:15][C:14]([CH2:17][CH2:18][C:19]4[CH:24]=[CH:23][CH:22]=[CH:21][CH:20]=4)=[N:13][C:12]3=[O:25])[CH:7]=[CH:6][C:5]=2[C:4]2[CH2:26][CH2:27][NH:28][CH2:29][CH2:30][C:3]1=2 |f:3.4|. Reported procedure: To a solution of tert-butyl 6-methyl-8-(2-oxo-4-phenethylpyrimidin-1(2H)-yl)-1,2,4,5-tetrahydroazepino[4,5-b]indole-3(6H) carboxylate (44 mg, 0.088 mmol) in dichloromethane (4.0 mL) was added HCl (2M in diethyl ether, 4.0 mL). The resulting slurry was stirred at room temperature for 2 days and then concentrated under reduced pressure. The residue was purified by semi-preparative HPLC (Phenomenex Luna C18 (2), 250.0×21.20 mm, 10 micron, H2O with 0.05% TFA and CH3CN with 0.05% TFA). The clean frac... Reactants: C(C)(C)(C)OC(NCCCNC(C)C1=NC=CC=C1)=O ([3-(1-pyridin-2-yl-ethylamino)-propyl]-carbamic acid tert-butyl ester), CC=1C(=NC=C(C1)C)C=O (3,5-dimethyl-pyridine-2-carboxaldehyde), [BH-](OC(=O)C)(OC(=O)C)OC(=O)C.[Na+] (NaBH(OAc)3). The solvent is C(Cl)Cl (CH2Cl2). Yields the product CC=1C(=NC=C(C1)C)CN(CCCN)C(C)C1=NC=CC=C1 (N1-(3,5-Dimethyl-pyridin-2-ylmethyl)-N1-(1-pyridin-2-yl-ethyl)-propane-1,3-diamine). Reaction SMILES: C(OC(=O)[NH:7][CH2:8][CH2:9][CH2:10][NH:11][CH:12]([C:14]1[CH:19]=[CH:18][CH:17]=[CH:16][N:15]=1)[CH3:13])(C)(C)C.[CH3:21][C:22]1[C:23]([CH:29]=O)=[N:24][CH:25]=[C:26]([CH3:28])[CH:27]=1.[BH-](OC(C)=O)(OC(C)=O)OC(C)=O.[Na+]>C(Cl)Cl>[CH3:21][C:22]1[C:23]([CH2:29][N:11]([CH:12]([C:14]2[CH:19]=[CH:18][CH:17]=[CH:16][N:15]=2)[CH3:13])[CH2:10][CH2:9][CH2:8][NH2:7])=[N:24][CH:25]=[C:26]([CH3:28])[CH:27]=1 |f:2.3|. Procedure details: Using General Procedure B: Reaction of [3-(1-pyridin-2-yl-ethylamino)-propyl]-carbamic acid tert-butyl ester and 3,5-dimethyl-pyridine-2-carboxaldehyde with NaBH(OAc)3 in CH2Cl2 gave N1-(3,5-Dimethyl-pyridin-2-ylmethyl)-N1-(1-pyridin-2-yl-ethyl)-propane-1,3-diamine as a colorless oil. 1H NMR (CDCl3) δ 1.45-1.66 (m, 7H), 2.25 (s, 3H), 2.26 (s, 3H), 2.42-2.65 (m, 4H), 3.75 (d, 1H, J=12.6 Hz), 3.81 (d, 1H, J=12.6 Hz), 4.01 (q, 1H, J=6.6 Hz), 7.11-7.16 (m, 1H), 7.22 (br s, 1H), 7.38 (d, 1H, J=7.8 Hz... Starting materials: BrC1=CC(=CC(=C1)OC)F (1-bromo-3-fluoro-5-methoxybenzene), COC1=CC=C(C=C1)CS ((4-methoxyphenyl)methanethiol), C1(=CC=CC=C1)C (toluene), CCN(C(C)C)C(C)C (DIPEA). The reagents and catalysts are C=1C=CC(=CC1)/C=C/C(=O)/C=C/C2=CC=CC=C2.C=1C=CC(=CC1)/C=C/C(=O)/C=C/C2=CC=CC=C2.C=1C=CC(=CC1)/C=C/C(=O)/C=C/C2=CC=CC=C2.[Pd].[Pd] (Pd2(dba)3), C1(=CC=CC=C1)P(C1=CC=CC=2C(C3=CC=CC(=C3OC12)P(C1=CC=CC=C1)C1=CC=CC=C1)(C)C)C1=CC=CC=C1 (4,5-bis(diphenylphosphino)-9,9-dimethylxanthene). Run in O (water). Run at time 8 hour. Product: FC1=CC(=CC(=C1)SCC1=CC=C(C=C1)OC)OC (1-Fluoro-3-methoxy-5-((4-methoxybenzyl)sulfanyl)benzene). Yield: 91.4%. As a reaction SMILES: Br[C:2]1[CH:7]=[C:6]([O:8][CH3:9])[CH:5]=[C:4]([F:10])[CH:3]=1.[CH3:11][O:12][C:13]1[CH:18]=[CH:17][C:16]([CH2:19][SH:20])=[CH:15][CH:14]=1.C1(C)C=CC=CC=1.CCN(C(C)C)C(C)C>C1C=CC(/C=C/C(/C=C/C2C=CC=CC=2)=O)=CC=1.C1C=CC(/C=C/C(/C=C/C2C=CC=CC=2)=O)=CC=1.C1C=CC(/C=C/C(/C=C/C2C=CC=CC=2)=O)=CC=1.[Pd].[Pd].C1(P(C2C=CC=CC=2)C2C3OC4C(=CC=CC=4P(C4C=CC=CC=4)C4C=CC=CC=4)C(C)(C)C=3C=CC=2)C=CC=CC=1.O>[F:10][C:4]1[CH:3]=[C:2]([S:20][CH2:19][C:16]2[CH:17]=[CH:18][C:13]([O:12][CH3:11])=[CH:14][CH:15]=2)[CH:7]=[C:6]([O:8][CH3:9])[CH:5]=1 |f:4.5.6.7.8|. Procedure details: To a mixture of 1-bromo-3-fluoro-5-methoxybenzene (5 g), (4-methoxyphenyl)methanethiol (3.76 g), and toluene (100 mL) were added Pd2(dba)3 (0.447 g), 4,5-bis(diphenylphosphino)-9,9-dimethylxanthene (0.564 g) and DIPEA (8.52 mL). The mixture was stirred at room temperature overnight. The mixture was poured into water and extracted with EtOAc. The organic layer was separated, washed successively with water and brine, dried over MgSO4 and concentrated in vacuo. The residue was purified by silica ge... Starting materials: FC(C(=O)O)(F)F (trifluoroacetic acid), [BH4-].[Na+] (sodium borohydride), Cl (hydrochloric acid), [N+](=O)([O-])C1=C(C#N)C=C(C=C1)N1CCCCC1 (2-nitro-5-piperidinobenzonitrile). Solvent: O1CCCC1 (tetrahydrofuran), O1CCCC1 (tetrahydrofuran), O1CCCC1 (tetrahydrofuran). Reaction conditions: time 8 hour. The product is [N+](=O)([O-])C1=C(CN)C=C(C=C1)N1CCCCC1 (2-nitro-5-piperidinobenzylamine). Yield: 85.0%. Reaction SMILES: FC(F)(F)C(O)=O.[BH4-].[Na+].[N+:10]([C:13]1[CH:20]=[CH:19][C:18]([N:21]2[CH2:26][CH2:25][CH2:24][CH2:23][CH2:22]2)=[CH:17][C:14]=1[C:15]#[N:16])([O-:12])=[O:11].Cl>O1CCCC1>[N+:10]([C:13]1[CH:20]=[CH:19][C:18]([N:21]2[CH2:26][CH2:25][CH2:24][CH2:23][CH2:22]2)=[CH:17][C:14]=1[CH2:15][NH2:16])([O-:12])=[O:11] |f:1.2|. Reported procedure: A mixture consisting of 2.4 ml of trifluoroacetic acid and 10 ml of tetrahydrofuran was added dropwise to a suspension of 1.2 g of sodium borohydride in 6 ml of tetrahydrofuran under ice-cooling. To the resulting mixture was added a solution of 1.48 g of 2-nitro-5-piperidinobenzonitrile which was prepared in Reference Example 1-(a) in 15 ml of tetrahydrofuran, followed by stirring overnight. 20 ml of a 10% hydrochloric acid aqueous solution was added dropwise to the reaction mixture under ice-co... Reactants: C/C/1=C/CCCCC(OCCCCCCC1)=O (Z-8-methyloxacyclopentadec-7-en-2-one), CO (methanol). The reagents and catalysts are [Pd] (palladium-on-carbon). Product: CC1CCCCCOC(CCCCCCC1)=O (8-methyloxacyclopentadecan-1-one). The yield is 83.0%. As a reaction SMILES: C[C:2]1=[CH:3][CH2:4][CH2:5][CH2:6][CH2:7][C:8](=[O:17])[O:9][CH2:10][CH2:11][CH2:12][CH2:13][CH2:14][CH2:15][CH2:16]1.[CH3:18]O>[Pd]>[CH3:18][CH:15]1[CH2:16][CH2:2][CH2:3][CH2:4][CH2:5][CH2:6][CH2:7][C:8](=[O:17])[O:9][CH2:10][CH2:11][CH2:12][CH2:13][CH2:14]1. Reported procedure: 25 g (0.10 mol) of Z-8-methyloxacyclopentadec-7-en-2-one were dissolved in 150 ml of methanol and hydrogenated (1.5 hours) with 2 g of 5% palladium-on-carbon with 100 mbar over-pressure. Then, the mixture was filtered over Celite, and the solution was concentrated, distilled in a bulb-tube and chromatographed. There were obtained 20 g (83%) of 8-methyloxacyclopentadecan-1-one were obtained having the following characteristics: The reactants are FC(C=1C=C(C=C(C1)C(F)(F)F)C(=O)N1C[C@H]([C@H](CC1)N1CCNCC1)C1=CC=C(C=C1)F)(F)F (rac-cis-(3,5-bis-trifluoromethyl-phenyl)-[3-(4-fluoro-phenyl)-4-piperazin-1-yl-piperidin-1-yl]-methanone), C1(CC1)C(=O)Cl (cyclopropane carboxylic acid chloride). Reported procedure: The title compound, MS: m/e=572.1 (M+H+), was prepared in accordance with the general method of example 38 from rac-cis-(3,5-bis-trifluoromethyl-phenyl)-[3-(4-fluoro-phenyl)-4-piperazin-1-yl-piperidin-1-yl]-methanone and cyclopropane carboxylic acid chloride. Reaction SMILES: [F:1][C:2]([F:35])([F:34])[C:3]1[CH:4]=[C:5]([C:13]([N:15]2[CH2:20][CH2:19][C@H:18]([N:21]3[CH2:26][CH2:25][NH:24][CH2:23][CH2:22]3)[C@H:17]([C:27]3[CH:32]=[CH:31][C:30]([F:33])=[CH:29][CH:28]=3)[CH2:16]2)=[O:14])[CH:6]=[C:7]([C:9]([F:12])([F:11])[F:10])[CH:8]=1.[CH:36]1([C:39](Cl)=[O:40])[CH2:38][CH2:37]1>>[F:11][C:9]([F:10])([F:12])[C:7]1[CH:6]=[C:5]([C:13]([N:15]2[CH2:20][CH2:19][C@H:18]([N:21]3[CH2:22][CH2:23][N:24]([C:39]([CH:36]4[CH2:38][CH2:37]4)=[O:40])[CH2:25][CH2:26]3)[C@H:17]([C:27]3[CH:28]=[CH:29][C:30]([F:33])=[CH:31][CH:32]=3)[CH2:16]2)=[O:14])[CH:4]=[C:3]([C:2]([F:1])([F:34])[F:35])[CH:8]=1. Product: FC(C=1C=C(C=C(C1)C(F)(F)F)C(=O)N1C[C@H]([C@H](CC1)N1CCN(CC1)C(=O)C1CC1)C1=CC=C(C=C1)F)(F)F (Rac-cis-(3,5-Bis-trifluoromethyl-phenyl)-[4-(4-cyclopropanecarbonyl-piperazin-1-yl)-3-(4-fluoro-phenyl)-piperidin-1-yl]-methanone). Starting materials: Clc1ncc(Br)c(Cl)n1, CCO, NC1CCCC1. Yields the product Clc1ncc(Br)c(NC2CCCC2)n1. RXN SMILES: [Br:1][c:2]1[c:3]([Cl:9])[n:4][c:5]([Cl:8])[n:6][cH:7]1.[CH3:16][CH2:17][OH:18].[CH:10]1([NH2:15])[CH2:11][CH2:12][CH2:13][CH2:14]1>>[Br:1][c:2]1[c:3]([NH:15][CH:10]2[CH2:11][CH2:12][CH2:13][CH2:14]2)[n:4][c:5]([Cl:8])[n:6][cH:7]1.